This data is from the Open Reaction Database (ORD), a public repository of structured organic reaction records. The task is: describe an organic reaction: reactants, conditions, products, and yield Product: C=CCOc1ccc(CNc2nc(Nc3ccc(C(=O)OC)cc3)nc(OCC(F)(F)F)n2)cc1. Reactants: C=CCOc1ccc(CN)cc1, C1CCOC1, CCN(C(C)C)C(C)C, COC(=O)c1ccc(Nc2nc(Cl)nc(OCC(F)(F)F)n2)cc1. As a reaction SMILES: [CH2:25]([CH:26]=[CH2:27])[O:28][c:29]1[cH:30][cH:31][c:32]([CH2:35][NH2:36])[cH:33][cH:34]1.[CH2:46]1[O:47][CH2:48][CH2:49][CH2:50]1.[CH:37]([N:38]([CH2:39][CH3:40])[CH:41]([CH3:42])[CH3:43])([CH3:44])[CH3:45].[Cl:1][c:2]1[n:3][c:4]([NH:14][c:15]2[cH:16][cH:17][c:18]([C:19](=[O:20])[O:21][CH3:22])[cH:23][cH:24]2)[n:5][c:6]([O:8][CH2:9][C:10]([F:11])([F:12])[F:13])[n:7]1>>[c:2]1([NH:36][CH2:35][c:32]2[cH:31][cH:30][c:29]([O:28][CH2:25][CH:26]=[CH2:27])[cH:34][cH:33]2)[n:3][c:4]([NH:14][c:15]2[cH:16][cH:17][c:18]([C:19](=[O:20])[O:21][CH3:22])[cH:23][cH:24]2)[n:5][c:6]([O:8][CH2:9][C:10]([F:11])([F:12])[F:13])[n:7]1. Reactants: COC(=O)c1ccc(CC(C=Cc2ccccc2OC)CCc2ccc(C#N)cc2)cc1, C1CCOC1, CCOCC, [Li+], [OH-], O. Yields the product COc1ccccc1C=CC(CCc1ccc(C#N)cc1)Cc1ccc(C(=O)O)cc1. Reaction SMILES: [C:1](#[N:2])[c:3]1[cH:4][cH:5][c:6]([CH2:9][CH2:10][CH:11]([CH2:12][c:13]2[cH:14][cH:15][c:16]([C:17](=[O:18])[O:19][CH3:20])[cH:21][cH:22]2)[CH:23]=[CH:24][c:25]2[c:26]([O:31][CH3:32])[cH:27][cH:28][cH:29][cH:30]2)[cH:7][cH:8]1.[CH2:35]1[O:36][CH2:37][CH2:38][CH2:39]1.[CH3:41][CH2:42][O:43][CH2:44][CH3:45].[Li+:33].[OH-:34].[OH2:40]>>[C:1](#[N:2])[c:3]1[cH:4][cH:5][c:6]([CH2:9][CH2:10][CH:11]([CH2:12][c:13]2[cH:14][cH:15][c:16]([C:17](=[O:18])[OH:19])[cH:21][cH:22]2)[CH:23]=[CH:24][c:25]2[c:26]([O:31][CH3:32])[cH:27][cH:28][cH:29][cH:30]2)[cH:7][cH:8]1. Starting materials: CNC(C)C1CC(c2ccc(Cl)c(Cl)c2)c2ccccc2C1O, ClCCl, O=C(O)C(F)(F)F. Yields the product CNC(C)C1=Cc2ccccc2C(c2ccc(Cl)c(Cl)c2)C1. Reaction SMILES: [Cl:1][c:2]1[cH:3][c:4]([CH:9]2[CH2:10][CH:11]([CH:20]([CH3:21])[NH:22][CH3:23])[CH:12]([OH:19])[c:13]3[cH:14][cH:15][cH:16][cH:17][c:18]32)[cH:5][cH:6][c:7]1[Cl:8].[Cl:31][CH2:32][Cl:33].[F:24][C:25]([F:26])([F:27])[C:28]([OH:29])=[O:30]>>[Cl:1][c:2]1[cH:3][c:4]([CH:9]2[CH2:10][C:11]([CH:20]([CH3:21])[NH:22][CH3:23])=[CH:12][c:13]3[cH:14][cH:15][cH:16][cH:17][c:18]32)[cH:5][cH:6][c:7]1[Cl:8].